Dataset: the Open Reaction Database (ORD), a public repository of structured organic reaction records. Task: describe an organic reaction: reactants, conditions, products, and yield Starting materials: C(C)O (ethanol), C=O (formaldehyde), CNC (dimethylamine), CC[C@@]1(C2=C(COC1=O)C(=O)N3CC=4C=C5C=C(C=CC5=NC4C3=C2)O)O (10-hydroxycamptothecin). Solvent: CC(=O)OCC1=C2C=CC=CC2=C(C3=CC=CC=C31)COC(=O)C (acetic). Product: CC[C@@]1(C2=C(COC1=O)C(=O)N3CC4=C(C3=C2)N=C5C=CC(=C(C5=C4)CN(C)C)O)O (9-Dimethylaminomethyl-10-hydroxycamptothecin). Reaction SMILES: [CH3:1][CH2:2][C@@:3]1([OH:27])[C:8](=[O:9])[O:7][CH2:6][C:5]2[C:10]([N:12]3[C:24](=[CH:25][C:4]1=2)[C:23]1[N:22]=[C:21]2[C:16]([CH:17]=[C:18]([OH:26])[CH:19]=[CH:20]2)=[CH:15][C:14]=1[CH2:13]3)=[O:11].C(O)C.[CH2:31]=O.[CH3:33][NH:34][CH3:35]>CC(OCC1C2C(=CC=CC=2)C(COC(C)=O)=C2C=1C=CC=C2)=O>[CH3:1][CH2:2][C@@:3]1([OH:27])[C:8](=[O:9])[O:7][CH2:6][C:5]2[C:10]([N:12]3[C:24](=[CH:25][C:4]1=2)[C:23]1[N:22]=[C:21]2[C:16](=[CH:15][C:14]=1[CH2:13]3)[C:17]([CH2:33][N:34]([CH3:31])[CH3:35])=[C:18]([OH:26])[CH:19]=[CH:20]2)=[O:11]. Procedure details: A mixture of 10-hydroxycamptothecin (728 mg 2.0 mmol), prepared as described in Example 2, in glacial acetic (50 mL), ethanol (20 mL), 37% aqueous formaldehyde (3 mL) and 40% aqueous dimethylamine (3 mL) was stirred at room temperature for 20 h. The solvents were removed under reduced pressure; the residue was heated at 50° under high vacuum for 2 h and triturated with isopropanol (10 mL) to precipitate the title compound (561 mg, 64%) as a yellow solid. FAB mass spectrum: m/e 422 (MH+). 1H NMR ... The reactants are CCOC(=O)C(Cc1ccc(OCC=Cc2ccc3ccccc3c2)cc1)OCC, CCO, [Na+], [OH-]. Product: CCOC(Cc1ccc(OCC=Cc2ccc3ccccc3c2)cc1)C(=O)O. As a reaction SMILES: [CH2:1]([CH3:2])[O:3][C:4]([CH:5]([CH2:6][c:7]1[cH:8][cH:9][c:10]([O:13][CH2:14][CH:15]=[CH:16][c:17]2[cH:18][c:19]3[cH:20][cH:21][cH:22][cH:23][c:24]3[cH:25][cH:26]2)[cH:11][cH:12]1)[O:27][CH2:28][CH3:29])=[O:30].[CH3:33][CH2:34][OH:35].[Na+:32].[OH-:31]>>[O:3]=[C:4]([CH:5]([CH2:6][c:7]1[cH:8][cH:9][c:10]([O:13][CH2:14][CH:15]=[CH:16][c:17]2[cH:18][c:19]3[cH:20][cH:21][cH:22][cH:23][c:24]3[cH:25][cH:26]2)[cH:11][cH:12]1)[O:27][CH2:28][CH3:29])[OH:30].